From a dataset of the Open Reaction Database (ORD), a public repository of structured organic reaction records. describe an organic reaction: reactants, conditions, products, and yield Reaction SMILES: [Br:1][c:2]1[c:3]([OH:17])[c:4]2[c:5]([n:6][c:7]([NH:9][C:10](=[O:11])[NH:12][CH2:13][CH3:14])[s:8]2)[cH:15][cH:16]1.[Br:24][CH:25]([CH3:26])[CH3:27].[C:18](=[O:19])([O-:20])[O-:21].[K+:22].[K+:23].[O:28]=[CH:29][N:30]([CH3:31])[CH3:32]>>[Br:1][c:2]1[c:3]([O:17][CH:25]([CH3:26])[CH3:27])[c:4]2[c:5]([n:6][c:7]([NH:9][C:10](=[O:11])[NH:12][CH2:13][CH3:14])[s:8]2)[cH:15][cH:16]1. The product is CCNC(=O)Nc1nc2ccc(Br)c(OC(C)C)c2s1. Reactants: CCNC(=O)Nc1nc2ccc(Br)c(O)c2s1, CC(C)Br, O=C([O-])[O-], [K+], [K+], CN(C)C=O.